This data is from the Open Reaction Database (ORD), a public repository of structured organic reaction records. The task is: describe an organic reaction: reactants, conditions, products, and yield Reactants: OC1=CC=C(C=C1)C1C(CN(CC1)C(=O)OC(C)(C)C)OCC1=CC=C2CCC(N(C2=C1)CCCOC)=O (tert-butyl 4-(4-hydroxyphenyl)-3-[1-(3-methoxypropyl)-2-oxo-1,2,3,4-tetrahydroquinolin-7-ylmethoxy]piperidine-1-carboxylate), C1(=CC=C(C=C1)S(=O)(=O)OCCCOCC1=C(C=CC=C1)C)C (3-(2-methylbenzyloxy)propyl toluene-4-sulphonate). Procedure details: Analogously to Method I, 0.150 g of tert-butyl 4-(4-hydroxyphenyl)-3-[1-(3-methoxypropyl)-2-oxo-1,2,3,4-tetrahydroquinolin-7-ylmethoxy]piperidine-1-carboxylate (Example 44d) and 0.808 g of 3-(2-methylbenzyloxy)propyl toluene-4-sulphonate are reacted. The title compound is obtained as a slightly yellowish oil. Rf=0.47 (2:1 EtOAc-heptane); Rt=6.04. RXN SMILES: [OH:1][C:2]1[CH:7]=[CH:6][C:5]([CH:8]2[CH2:13][CH2:12][N:11]([C:14]([O:16][C:17]([CH3:20])([CH3:19])[CH3:18])=[O:15])[CH2:10][CH:9]2[O:21][CH2:22][C:23]2[CH:32]=[C:31]3[C:26]([CH2:27][CH2:28][C:29](=[O:38])[N:30]3[CH2:33][CH2:34][CH2:35][O:36][CH3:37])=[CH:25][CH:24]=2)=[CH:4][CH:3]=1.C1(C)C=CC(S(O[CH2:49][CH2:50][CH2:51][O:52][CH2:53][C:54]2[CH:59]=[CH:58][CH:57]=[CH:56][C:55]=2[CH3:60])(=O)=O)=CC=1>>[CH3:37][O:36][CH2:35][CH2:34][CH2:33][N:30]1[C:31]2[C:26](=[CH:25][CH:24]=[C:23]([CH2:22][O:21][CH:9]3[CH:8]([C:5]4[CH:6]=[CH:7][C:2]([O:1][CH2:49][CH2:50][CH2:51][O:52][CH2:53][C:54]5[CH:59]=[CH:58][CH:57]=[CH:56][C:55]=5[CH3:60])=[CH:3][CH:4]=4)[CH2:13][CH2:12][N:11]([C:14]([O:16][C:17]([CH3:19])([CH3:20])[CH3:18])=[O:15])[CH2:10]3)[CH:32]=2)[CH2:27][CH2:28][C:29]1=[O:38]. Yields the product COCCCN1C(CCC2=CC=C(C=C12)COC1CN(CCC1C1=CC=C(C=C1)OCCCOCC1=C(C=CC=C1)C)C(=O)OC(C)(C)C)=O (tert-Butyl 3-[1-(3-methoxypropyl)-2-oxo-1,2,3,4-tetrahydroquinolin-7-ylmethoxy]-4-{4-[3-(2-methylbenzyloxy)propoxy]phenyl}piperidine-1-carboxylate). Starting materials: CC(C)CN(C)c1cc(NC(=O)OC(C)(C)C)c(N)cc1C(F)(F)F, CC(C)(C)OC(=O)CC(=O)c1cccc(-n2ccnn2)c1. Yields the product CC(C)CN(C)c1cc(NC(=O)OC(C)(C)C)c(NC(=O)CC(=O)c2cccc(-n3ccnn3)c2)cc1C(F)(F)F. Reaction SMILES: [C:1]([CH3:2])([CH3:3])([CH3:4])[O:5][C:6]([NH:7][c:8]1[c:9]([NH2:24])[cH:10][c:11]([C:20]([F:21])([F:22])[F:23])[c:12]([N:14]([CH3:15])[CH2:16][CH:17]([CH3:18])[CH3:19])[cH:13]1)=[O:25].[C:26]([CH3:28])([CH3:29])([O:30][C:31](=[O:27])[CH2:32][C:33]([c:34]1[cH:35][c:36](-[n:40]2[n:41][n:42][cH:43][cH:44]2)[cH:37][cH:38][cH:39]1)=[O:45])[CH3:46]>>[C:1]([CH3:2])([CH3:3])([CH3:4])[O:5][C:6]([NH:7][c:8]1[c:9]([NH:24][C:31](=[O:30])[CH2:32][C:33]([c:34]2[cH:35][c:36](-[n:40]3[n:41][n:42][cH:43][cH:44]3)[cH:37][cH:38][cH:39]2)=[O:45])[cH:10][c:11]([C:20]([F:21])([F:22])[F:23])[c:12]([N:14]([CH3:15])[CH2:16][CH:17]([CH3:18])[CH3:19])[cH:13]1)=[O:25]. Starting materials: ester, ester, FC1=C(C=CC(=C1)F)C1=CC(=C(C(=C1)I)OC)C(=O)OCC (ethyl 2′,4′-difluoro-4-methoxy-5-iodo-[1,1′]biphenyl-3-carboxylate), solution, [OH-].[Na+] (NaOH), Cl (hydrochloric acid). Solvent: C(C)O (ethanol). Product: FC1=C(C=CC(=C1)F)C1=CC(=C(C(=C1)I)OC)C(=O)O (2′,4′-difluoro-4-methoxy-5-iodo-[1,1′]biphenyl-3-carboxylic acid). As a reaction SMILES: [F:1][C:2]1[CH:7]=[C:6]([F:8])[CH:5]=[CH:4][C:3]=1[C:9]1[CH:14]=[C:13]([I:15])[C:12]([O:16][CH3:17])=[C:11]([C:18]([O:20]CC)=[O:19])[CH:10]=1.[OH-].[Na+].Cl>C(O)C>[F:1][C:2]1[CH:7]=[C:6]([F:8])[CH:5]=[CH:4][C:3]=1[C:9]1[CH:14]=[C:13]([I:15])[C:12]([O:16][CH3:17])=[C:11]([C:18]([OH:20])=[O:19])[CH:10]=1 |f:1.2|. Reported procedure: This compound was obtained by saponification of the ester of the previous example (Example 16) (ethyl 2′,4′-difluoro-4-methoxy-5-iodo-[1,1′]biphenyl-3-carboxylate). The ester (200 mg, 0.48 mmol) was dissolved in 20 ml of ethanol and a 2.5 N solution of NaOH for 2 hr. After cooling, the mixture was acidified with hydrochloric acid and extracted with dichloromethane. After the work-up, a crude was obtained that was recrystalized from a chloroform/hexane mixture. Product: Cl.C1(CC1)CN1[C@H]2[C@@]3(C[C@@H](C[C@H]4[C@@]3(C=3C(=C(C=CC3C2)O)O4)CC1)N(C(C=CC1=CC(=CC=C1)OC(F)(F)F)=O)C)O (17-cyclopropylmethyl-4,5α-epoxy-3,14β-dihydroxy-7α-(N-methyl-3-trifluoromethoxycinnamamido)morphinan hydrochloride), Cl.C1(CC1)CN1[C@H]2[C@@]3(C[C@H](C[C@H]4[C@@]3(C=3C(=C(C=CC3C2)O)O4)CC1)N(C(C=CC1=CC(=CC=C1)OC(F)(F)F)=O)C)O (17-cyclopropylmethyl-4,5α-epoxy-3,14β-dihydroxy-7β-(N-methyl-3-trifluoromethoxycinnamamido)morphinan hydrochloride). Reaction SMILES: [CH:1]1([CH2:4][N:5]2[CH2:23][CH2:22][C@:12]34[C:13]5[C:14]6[O:21][C@H:11]3[CH2:10][C@@H:9]([NH:24][CH3:25])[CH2:8][C@@:7]4([OH:26])[C@H:6]2[CH2:19][C:18]=5[CH:17]=[CH:16][C:15]=6[OH:20])[CH2:3][CH2:2]1.[CH:27]1([CH2:30][N:31]2[CH2:49][CH2:48][C@:38]34[C:39]5[C:40]6[O:47][C@H:37]3[CH2:36][C@H:35]([NH:50][CH3:51])[CH2:34][C@@:33]4([OH:52])[C@H:32]2[CH2:45][C:44]=5[CH:43]=[CH:42][C:41]=6[OH:46])[CH2:29][CH2:28]1.C1(CN2CC[C@]34C5C6O[C@H]3[C@@H](NC)CC[C@@]4(O)[C@H]2CC=5C=CC=6O)CC1.[F:79][C:80]([F:94])([F:93])[O:81][C:82]1[CH:83]=[C:84]([CH:90]=[CH:91][CH:92]=1)[CH:85]=[CH:86][C:87]([Cl:89])=[O:88]>>[ClH:89].[CH:1]1([CH2:4][N:5]2[CH2:23][CH2:22][C@:12]34[C:13]5[C:14]6[O:21][C@H:11]3[CH2:10][C@@H:9]([N:24]([CH3:25])[C:87](=[O:88])[CH:86]=[CH:85][C:84]3[CH:90]=[CH:91][CH:92]=[C:82]([O:81][C:80]([F:94])([F:93])[F:79])[CH:83]=3)[CH2:8][C@@:7]4([OH:26])[C@H:6]2[CH2:19][C:18]=5[CH:17]=[CH:16][C:15]=6[OH:20])[CH2:2][CH2:3]1.[ClH:89].[CH:27]1([CH2:30][N:31]2[CH2:49][CH2:48][C@:38]34[C:39]5[C:40]6[O:47][C@H:37]3[CH2:36][C@H:35]([N:50]([CH3:51])[C:87](=[O:88])[CH:86]=[CH:85][C:84]3[CH:90]=[CH:91][CH:92]=[C:82]([O:81][C:80]([F:94])([F:93])[F:79])[CH:83]=3)[CH2:34][C@@:33]4([OH:52])[C@H:32]2[CH2:45][C:44]=5[CH:43]=[CH:42][C:41]=6[OH:46])[CH2:28][CH2:29]1 |f:4.5,6.7|. Procedure details: The procedure of Example 11 was repeated, except that 17-cyclopropylmethyl-4,5α-epoxy-3,14β-dihydroxy-7α-methylaminomorphinan and 17-cyclopropylmethyl-4,5α-epoxy-3,14β-dihydroxy-7β-methylaminomorphinan were used instead of 17-cyclopropylmethyl-4,5α-epoxy-3,14β-dihydroxy-6α-methylaminomorphinan 4 and 3-trifluoromethoxycinnamoyl chloride was used instead of 3,4-dichlorophenylacetyl chloride, thereby preparing 17-cyclopropylmethyl-4,5α-epoxy-3,14β-dihydroxy-7α-(N-methyl-3-trifluoromethoxycinnamamid... Isolated yield 71.0%. Reactants: C1(CC1)CN1[C@H]2[C@@]3(CC[C@@H]([C@H]4[C@@]3(C=3C(=C(C=CC3C2)O)O4)CC1)NC)O (17-Cyclopropylmethyl-4,5α-epoxy-3,14β-dihydroxy-6α-methylaminomorphinan), FC(OC=1C=C(C=CC(=O)Cl)C=CC1)(F)F (3-trifluoromethoxycinnamoyl chloride), C1(CC1)CN1[C@H]2[C@@]3(C[C@@H](C[C@H]4[C@@]3(C=3C(=C(C=CC3C2)O)O4)CC1)NC)O (17-cyclopropylmethyl-4,5α-epoxy-3,14β-dihydroxy-7α-methylaminomorphinan), C1(CC1)CN1[C@H]2[C@@]3(C[C@H](C[C@H]4[C@@]3(C=3C(=C(C=CC3C2)O)O4)CC1)NC)O (17-cyclopropylmethyl-4,5α-epoxy-3,14β-dihydroxy-7β-methylaminomorphinan). Reactants: CN(C(OC(C=1N(C=CN1)C)C=1N(C(=C(N1)C1=CC=CC=C1)C=1SC=2N=CN=C(C2N1)N)C)=O)C ([5-(7-amino[1,3]thiazolo[5,4-d]pyrimidin-2-yl)-1-methyl-4-phenyl-1H-imidazol-2-yl](1-methyl-1H-imidazol-2-yl)methyl dimethylcarbamate), solid, CN(C(OC(C=1N(C=CN1)C)C=1N(C(=C(N1)C1=CC=CC=C1)C=1SC=2N=CN=C(C2N1)N)C)=O)C ([5-(7-amino[1,3]thiazolo[5,4-d]pyrimidin-2-yl)-1-methyl-4-phenyl-1H-imidazol-2-yl](1-methyl-1H-imidazol-2-yl)methyl dimethylcarbamate), CN(C(OC(C1=CC=CC=C1)C=1N(C(=C(N1)C1=CC=CC=C1)C=1SC=2N=CN=C(C2N1)N)C)=O)C ([5-(7-Amino[1,3]thiazolo[5,4-d]pyrimidin-2-yl)-1-methyl-4-phenyl-1H-imidazol-2-yl](phenyl)methyl dimethylcarbamate). Yields the product NC=1C2=C(N=CN1)SC(=N2)C2=C(N=C(N2C)C(O)C=2N(C=CN2)C)C2=CC=CC=C2 ([5-(7-Amino[1,3]thiazolo[5,4-d]pyrimidin-2-yl)-1-methyl-4-phenyl-1H-imidazol-2-yl](1-methyl-1H-imidazol-2-yl)methanol). RXN SMILES: CN(C)C(=O)[O:4][CH:5]([C:12]1[N:13]([CH3:33])[C:14]([C:23]2[S:24][C:25]3[N:26]=[CH:27][N:28]=[C:29]([NH2:32])[C:30]=3[N:31]=2)=[C:15]([C:17]2[CH:22]=[CH:21][CH:20]=[CH:19][CH:18]=2)[N:16]=1)[C:6]1[N:7]([CH3:11])[CH:8]=[CH:9][N:10]=1.CN(C)C(=O)OC(C1N(C)C(C2SC3N=CN=C(N)C=3N=2)=C(C2C=CC=CC=2)N=1)C1C=CC=CC=1>>[NH2:32][C:29]1[C:30]2[N:31]=[C:23]([C:14]3[N:13]([CH3:33])[C:12]([CH:5]([C:6]4[N:7]([CH3:11])[CH:8]=[CH:9][N:10]=4)[OH:4])=[N:16][C:15]=3[C:17]3[CH:22]=[CH:21][CH:20]=[CH:19][CH:18]=3)[S:24][C:25]=2[N:26]=[CH:27][N:28]=1. Procedure details: The title compound was prepared by a similar process to that described for Example 104 but using [5-(7-amino[1,3]thiazolo[5,4-d]pyrimidin-2-yl)-1-methyl-4-phenyl-1H-imidazol-2-yl](1-methyl-1H-imidazol-2-yl)methyl dimethylcarbamate (Intermediate 101) in place of [5-(7-amino[1,3]thiazolo[5,4-d]pyrimidin-2-yl)-1-methyl-4-phenyl-1H-imidazol-2-yl](phenyl)methyl dimethylcarbamate (Intermediate 97). Colourless solid (20 mg, 82%); Starting materials: C(C)N(CCN1C(=O)C(=O)C2=C(C=CC=C12)Br)CC (1-(2-diethylaminoethyl)-4-bromoisatin), [NH4+].[Cl-] (NH4Cl), BrC1=COC=C1 (3-bromofuran), [Li]C(C)(C)C (t-BuLi). Solvent: C1CCOC1 (THF), C1CCOC1 (THF). Run at time 1 hour. Yields the product C(C)N(CCN1C(C(C2=C(C=CC=C12)Br)(C1=COC=C1)O)=O)CC (1-(2-Diethylaminoethyl)-3-hydroxy-3-(3-furyl)-4-bromooxindole). Yield: 85.3%. As a reaction SMILES: Br[C:2]1[CH:6]=[CH:5][O:4][CH:3]=1.[Li]C(C)(C)C.[CH2:12]([N:14]([CH2:29][CH3:30])[CH2:15][CH2:16][N:17]1[C:27]2[C:22](=[C:23]([Br:28])[CH:24]=[CH:25][CH:26]=2)[C:20](=[O:21])[C:18]1=[O:19])[CH3:13].[NH4+].[Cl-]>C1COCC1>[CH2:29]([N:14]([CH2:12][CH3:13])[CH2:15][CH2:16][N:17]1[C:27]2[C:22](=[C:23]([Br:28])[CH:24]=[CH:25][CH:26]=2)[C:20]([OH:21])([C:2]2[CH:6]=[CH:5][O:4][CH:3]=2)[C:18]1=[O:19])[CH3:30] |f:3.4|. Reported procedure: To 3-bromofuran (95.1 mg, 2.1 eq) in anhydrous THF (2 mL) under a nitrogen atmosphere and with stirring was added t-BuLi (0.38 mL, 2.1 eq, 1.7 M in pentane) at −78° C. (bath temperature). Stirring was continued for 1 hour after which 1-(2-diethylaminoethyl)-4-bromoisatin (100.0 mg, 3.08×10−4 mol) in anhydrous THF (2 mL) was added dropwise. The resulting red coloured solution was stirred at −40° C. for 8 hours. Saturated aqueous NH4Cl (1.5 mL) was added and the reaction mixture was allowed to war... Product: (+)-7α-hexyl-17α-hydroxy-3-oxo-pregn-4-ene-21-carboxylic acid γ-lactone, C(CCCCC)[C@H]1CC(C=C2CC[C@H]3[C@@H]4CCC([C@@]4(C)CC[C@@H]3[C@@]12C)=O)=O ((+)-1α-hexyl-4-androstene-3,17-dione). The solvent is C(Cl)Cl (CH2Cl2), CCOCC (Et2O), C1=CC=CC=C1 (C6H6). Reagents/catalysts: [Cu] (copper). Procedure details: (C6H6) (10.1 mg, 0.02 mmol, 0.05 eq.) and the phosphoramidite ligand (21.6 mg, 0.040 mmol, 0.10 eq.) were dissolved in Et2O (2.0 mL) under an argon atmosphere and allowed to stir for 1 h at room temperature. In another flask, Cp2ZrHCl (206.0 mg, 0.80 mmol, 2.0 eq.) was added to a stirred, room temperature, solution of 1-hexene (0.13 mL, 1.0 mmol, 2.5 eq.) in CH2Cl2 (0.40 mL) under an argon atmosphere. After stirring for 40 min, the resulting clear yellow solution was transferred via syringe over... As a reaction SMILES: P(N)([O-])[O-].[CH2:5]=[CH:6][CH2:7][CH2:8][CH2:9][CH3:10].[CH3:11][C@@:12]12[C@H:22]3[CH2:23][CH2:24][C@:25]4([CH3:35])[C@@:29]5([O:34]C(=O)CC5)[CH2:28][CH2:27][C@H:26]4[C@@H:21]3[CH:20]=[CH:19][C:18]1=[CH:17][C:15](=[O:16])[CH2:14][CH2:13]2.C[Si](Cl)(C)C>CCOCC.C(Cl)Cl.[Cu].C1C=CC=CC=1>[CH2:5]([C@@H:13]1[C@@:12]2([CH3:11])[C:18]([CH2:19][CH2:20][C@@H:21]3[C@@H:22]2[CH2:23][CH2:24][C@@:25]2([CH3:35])[C@H:26]3[CH2:27][CH2:28][C:29]2=[O:34])=[CH:17][C:15](=[O:16])[CH2:14]1)[CH2:6][CH2:7][CH2:8][CH2:9][CH3:10]. Isolated yield 21.0%. The reactants are C=CCCCC (1-hexene), C[C@]12CCC(=O)C=C1C=C[C@@H]3[C@@H]2CC[C@]4([C@H]3CC[C@@]45CCC(=O)O5)C (Canrenone), C[Si](C)(C)Cl (TMSCl), P([O-])([O-])N (phosphoramidite). Conditions: time 1 hour.